Task: describe an organic reaction: reactants, conditions, products, and yield. Dataset: the Open Reaction Database (ORD), a public repository of structured organic reaction records Reactants: CC(=O)O[BH-](OC(C)=O)OC(C)=O, CC(=O)[O-], COC(=O)C1(CN)CCC1, ClCCl, [Na+], [Na+], O=C1CCCC1. Yields the product COC(=O)C1(CNC2CCCC2)CCC1. As a reaction SMILES: [C:22]([O:23][BH-:24]([O:25][C:26](=[O:27])[CH3:28])[O:29][C:30](=[O:31])[CH3:32])(=[O:33])[CH3:34].[CH3:18][C:19](=[O:20])[O-:21].[CH3:1][O:2][C:3](=[O:4])[C:5]1([CH2:9][NH2:10])[CH2:6][CH2:7][CH2:8]1.[Cl:36][CH2:37][Cl:38].[Na+:17].[Na+:35].[O:11]=[C:12]1[CH2:13][CH2:14][CH2:15][CH2:16]1>>[CH3:1][O:2][C:3](=[O:4])[C:5]1([CH2:9][NH:10][CH:12]2[CH2:13][CH2:14][CH2:15][CH2:16]2)[CH2:6][CH2:7][CH2:8]1. Starting materials: C(C)(C)(C)OC(=O)NCC1=C(C(=O)O)C=CC=C1Br (2-(tert-Butoxy carbonylamino-methyl)-3-bromo-benzoic acid), Cl (HCl). Run in C(C)OCC (diethyl ether). Conditions: time 18 hour. The product is Cl.NCC1=C(C(=O)O)C=CC=C1Br (2-Aminomethyl-3-bromo-benzoic acid hydrochloride salt). Isolated yield 13.0%. As a reaction SMILES: C(OC([NH:8][CH2:9][C:10]1[C:18]([Br:19])=[CH:17][CH:16]=[CH:15][C:11]=1[C:12]([OH:14])=[O:13])=O)(C)(C)C.[ClH:20]>C(OCC)C>[ClH:20].[NH2:8][CH2:9][C:10]1[C:18]([Br:19])=[CH:17][CH:16]=[CH:15][C:11]=1[C:12]([OH:14])=[O:13] |f:3.4|. Procedure: A mixture of 2-(tert-Butoxy carbonylamino-methyl)-3-bromo-benzoic acid (0.188 g, 0.57 mmol) in 2M HCl in diethyl ether (10 ml) was stirred at room temperature for 18 hours. The solvent was removed by evaporation under reduced pressure. The solid was diluted with ethyl acetate/dioxan (1:1) (10 ml) and stirred at room temperature for 1.5 hours. The solid was filtered off and dried to give the title compound (0.02 g, 13%) as a white solid. Starting materials: O=C1Nc2ccc(F)cc2OC1(F)F, O, O=[N+]([O-])O, O=S(=O)(O)O. Yields the product O=C1Nc2cc([N+](=O)[O-])c(F)cc2OC1(F)F. As a reaction SMILES: [F:1][C:2]1([F:14])[C:3](=[O:13])[NH:4][c:5]2[c:6]([cH:8][c:9]([F:12])[cH:10][cH:11]2)[O:7]1.[OH2:24].[OH:20][N+:21]([O-:22])=[O:23].[S:15](=[O:16])(=[O:17])([OH:18])[OH:19]>>[F:1][C:2]1([F:14])[C:3](=[O:13])[NH:4][c:5]2[c:6]([cH:8][c:9]([F:12])[c:10]([N+:21](=[O:20])[O-:22])[cH:11]2)[O:7]1. Starting materials: ( 2H,S ), C(Cl)(Cl)Cl (Chloroform), τ(CDCl3), C(C1=CC=CC=C1)OC1=CC(OC2=CC(=CC=C12)O)=O (4-benzyloxy-7-hydroxycoumarin), C([O-])([O-])=O.[K+].[K+] (potassium carbonate), BrCCC1=CC=C(C=C1)F (1-bromo-2-(4-fluorophenyl) ethane). Run in CC(=O)C (acetone). Yields the product C(C1=CC=CC=C1)OC1=CC(OC2=CC(=CC=C12)OCCC1=CC=C(C=C1)F)=O (4-Benzyloxy-7-(2-[4-fluorophenyl]ethoxy) coumarin). Reaction SMILES: [CH2:1]([O:8][C:9]1[C:18]2[C:13](=[CH:14][C:15]([OH:19])=[CH:16][CH:17]=2)[O:12][C:11](=[O:20])[CH:10]=1)[C:2]1[CH:7]=[CH:6][CH:5]=[CH:4][CH:3]=1.C(=O)([O-])[O-].[K+].[K+].Br[CH2:28][CH2:29][C:30]1[CH:35]=[CH:34][C:33]([F:36])=[CH:32][CH:31]=1.C(Cl)(Cl)Cl>CC(C)=O>[CH2:1]([O:8][C:9]1[C:18]2[C:13](=[CH:14][C:15]([O:19][CH2:28][CH2:29][C:30]3[CH:35]=[CH:34][C:33]([F:36])=[CH:32][CH:31]=3)=[CH:16][CH:17]=2)[O:12][C:11](=[O:20])[CH:10]=1)[C:2]1[CH:7]=[CH:6][CH:5]=[CH:4][CH:3]=1 |f:1.2.3|. Procedure: A mixture of 4-benzyloxy-7-hydroxycoumarin (5.36; 0.02 mole) anhydrous potassium carbonate (4.0 g) and 1-bromo-2-(4-fluorophenyl) ethane (4.06 g) in acetone (100 ml) was stirred at reflux for 20 hours and the inorganic material filtered off. Evaporation of the filtrate in vacuo gave an oil which rapidly set solid on scratching. Chloroform (200 ml) was added and the mixture filtered to remove unchanged 4-benzyloxy-7-hydroxycoumarin. Reevaporation of the filtrate afforded a white solid, 3.34 g (43... The reactants are O=S(Cl)Cl (SOCl2), CO (methanol), NC=1C=C(C(=O)NC2=CC=C(C=C2)CCN2CCN(CC2)C)C=CC1N (3,4-Diamino-N-{4-[2-(4-methyl-piperazin-1-yl)-ethyl]-phenyl}-benzamide), OC1=C(C=O)C=C(C=C1)C=1C(=NC=CC1)OC (2-hydroxy-5-(2-methoxy-pyridin-3-yl)-benzaldehyde). Run in ClCCl (dichloromethane). Run at time 1 hour. Product: CN1CCN(CC1)CCC1=CC=C(C=C1)NC(=O)C1=CC2=C(N=C(N2)C2=C(C=CC(=C2)C=2C(=NC=CC2)OC)O)C=C1 (2-[2-Hydroxy-5-(2-methoxy-pyridin-3-yl)-phenyl]-3H-benzoimidazole-5-carboxylic acid {4-[2-(4-methyl-piperazin-1-yl)-ethyl]-phenyl}-amide). Isolated yield 46.9%. RXN SMILES: O=S(Cl)Cl.[NH2:5][C:6]1[CH:7]=[C:8]([CH:27]=[CH:28][C:29]=1[NH2:30])[C:9]([NH:11][C:12]1[CH:17]=[CH:16][C:15]([CH2:18][CH2:19][N:20]2[CH2:25][CH2:24][N:23]([CH3:26])[CH2:22][CH2:21]2)=[CH:14][CH:13]=1)=[O:10].[OH:31][C:32]1[CH:39]=[CH:38][C:37]([C:40]2[C:41]([O:46][CH3:47])=[N:42][CH:43]=[CH:44][CH:45]=2)=[CH:36][C:33]=1[CH:34]=O.CO>ClCCl>[CH3:26][N:23]1[CH2:24][CH2:25][N:20]([CH2:19][CH2:18][C:15]2[CH:14]=[CH:13][C:12]([NH:11][C:9]([C:8]3[CH:27]=[CH:28][C:29]4[N:30]=[C:34]([C:33]5[CH:36]=[C:37]([C:40]6[C:41]([O:46][CH3:47])=[N:42][CH:43]=[CH:44][CH:45]=6)[CH:38]=[CH:39][C:32]=5[OH:31])[NH:5][C:6]=4[CH:7]=3)=[O:10])=[CH:17][CH:16]=2)[CH2:21][CH2:22]1. Procedure details: To a suspension of silica gel (6.0 g) in dichloromethane (20 mL) was added SOCl2 (1.5 mL) and the mixture was stirred at the room temperature for 1 h (gas was released from the reaction mixture). 3,4-Diamino-N-{4-[2-(4-methyl-piperazin-1-yl)-ethyl]-phenyl}-benzamide (707.0 mg, 2.0 mmol) and 2-hydroxy-5-(2-methoxy-pyridin-3-yl)-benzaldehyde (458.5 mg, 2.0 mmol) were added, and the resulting mixture was stirred at the room temperature for 4 h. After methanol (10 mL) was added, the reaction mixture... Reactants: C(C)OCCN1C(=NC=2C1=NC=CC2)CC2CCN(CC2)CCN (4-[[3-(2-ethoxyethyl)-3H-imidazo[4,5-b]pyridin-2-yl]methyl]-1-piperidineethanamine), 15, C(=S)=S (carbon disulfide), N,N-methanetetraylbis[cyclohexanamine]. Run in O1CCCC1 (tetrahydrofuran), O1CCCC1 (tetrahydrofuran). Product: C(C)OCCN1C(=NC=2C1=NC=CC2)CC2CCN(CC2)CCN=C=S (3-(2-ethoxyethyl)-2-[[1-(2-isothiocyanatoethyl)-4-piperidinyl]methyl]-3H-imidazo[4,5-b]pyridine), compound 136. The yield is 100.0%. As a reaction SMILES: [C:1](=[S:3])=S.[CH2:4]([O:6][CH2:7][CH2:8][N:9]1[C:13]2=[N:14][CH:15]=[CH:16][CH:17]=[C:12]2[N:11]=[C:10]1[CH2:18][CH:19]1[CH2:24][CH2:23][N:22]([CH2:25][CH2:26][NH2:27])[CH2:21][CH2:20]1)[CH3:5]>O1CCCC1>[CH2:4]([O:6][CH2:7][CH2:8][N:9]1[C:13]2=[N:14][CH:15]=[CH:16][CH:17]=[C:12]2[N:11]=[C:10]1[CH2:18][CH:19]1[CH2:20][CH2:21][N:22]([CH2:25][CH2:26][N:27]=[C:1]=[S:3])[CH2:23][CH2:24]1)[CH3:5]. Reported procedure: To a stirred and cooled (-10° C.) mixture of 15 parts of carbon disulfide, 6.2 parts of N,N-methanetetraylbis[cyclohexanamine] and 90 parts of tetrahydrofuran was added dropwise a solution of 8.6 parts of 4-[[3-(2-ethoxyethyl)-3H-imidazo[4,5-b]pyridin-2-yl]methyl]-1-piperidineethanamine in tetrahydrofuran. Upon complete addition, the reaction mixture was stirred for 1 hour at room temperature. The whole was evaporated, yielding 11.2 parts (100%) of 3-(2-ethoxyethyl)-2-[[1-(2-isothiocyanatoethyl)...